This data is from the Open Reaction Database (ORD), a public repository of structured organic reaction records. The task is: describe an organic reaction: reactants, conditions, products, and yield The reactants are NC1=NN2C(C(=NC=C2)N2C[C@@H](CC2)O)=N1 ((R)-1-(2-Amino-[1,2,4]triazolo[1,5-a]pyrazin-8-yl)-pyrrolidin-3-ol), ClC=1C=2N(C=CN1)N=C(N2)N (8-chloro-[1,2,4]triazolo[1,5-a]pyrazin-2-ylamine), N1C[C@@H](CC1)O ((R)-pyrrolidin-3-ol), ClC1=CC=C2C(C(NC2=C1)=O)(C)C (6-chloro-3,3-dimethyl-1,3-dihydro-indol-2-one). The product is O[C@H]1CN(CC1)C=1C=2N(C=CN1)N=C(N2)NC2=CC=C1C(C(NC1=C2)=O)(C)C (6-[8-((R)-3-hydroxy-pyrrolidin-1-yl)-[1,2,4]triazolo[1,5-a]pyrazin-2-ylamino]-3,3-dimethyl-1,3-dihydro-indol-2-one). Reaction SMILES: [NH2:1][C:2]1[N:16]=[C:5]2[C:6]([N:10]3[CH2:14][CH2:13][C@@H:12]([OH:15])[CH2:11]3)=[N:7][CH:8]=[CH:9][N:4]2[N:3]=1.ClC1C2N(N=C(N)N=2)C=CN=1.N1CC[C@@H](O)C1.Cl[C:35]1[CH:43]=[C:42]2[C:38]([C:39]([CH3:46])([CH3:45])[C:40](=[O:44])[NH:41]2)=[CH:37][CH:36]=1>>[OH:15][C@@H:12]1[CH2:13][CH2:14][N:10]([C:6]2[C:5]3[N:4]([N:3]=[C:2]([NH:1][C:35]4[CH:43]=[C:42]5[C:38]([C:39]([CH3:46])([CH3:45])[C:40](=[O:44])[NH:41]5)=[CH:37][CH:36]=4)[N:16]=3)[CH:9]=[CH:8][N:7]=2)[CH2:11]1. Reported procedure: (R)-1-(2-Amino-[1,2,4]triazolo[1,5-a]pyrazin-8-yl)-pyrrolidin-3-ol, synthesized by reaction of 8-chloro-[1,2,4]triazolo[1,5-a]pyrazin-2-ylamine and (R)-pyrrolidin-3-ol following general procedure 3, is coupled with 6-chloro-3,3-dimethyl-1,3-dihydro-indol-2-one under Buchwald Hartwig conditions using general procedure 2. Starting materials: O1C=CC2=NC=C(C=C21)O (furo[3,2-b]pyridin-6-ol), O1C=CC2=NC=C(C=C21)O (furo[3,2-b]pyridin-6-ol), CC1(OB(OC1(C)C)C=1C=C2C(=NC1)C=CO2)C (6-(4,4,5,5-tetramethyl-1,3,2-dioxaborolan-2-yl)furo[3,2-b]pyridine). Yields the product O1N=C(CC1)OC=1C=C2C(=NC1)C=CO2 (6-(4,5-dihydroisoxazol-3-yloxy)furo[3,2-b]pyridine). As a reaction SMILES: [O:1]1[C:9]2[C:4](=[N:5][CH:6]=[C:7]([OH:10])[CH:8]=2)[CH:3]=[CH:2]1.CC1(C)C(C)(C)OB(C2C=C3[O:27][CH:26]=[CH:25][C:22]3=[N:23]C=2)O1>>[O:27]1[CH2:26][CH2:25][C:22]([O:10][C:7]2[CH:8]=[C:9]3[O:1][CH:2]=[CH:3][C:4]3=[N:5][CH:6]=2)=[N:23]1. Procedure: 6-(4,5-dihydroisoxazol-3-yloxy)furo[3,2-b]pyridine I-69a and I-69b were prepared in 2 steps from racemic compound I-10 and furo[3,2-b]pyridin-6-ol using Method 5 after furo[3,2-b]pyridin-6-ol is prepared from 6-(4,4,5,5-tetramethyl-1,3,2-dioxaborolan-2-yl)furo[3,2-b]pyridine using Method 11. These compounds can be separated using chiral HPLC methods known in the art. For example, see chiral HPLC Method disclosed herein. [M+H]+=374.2 m/z. Activity: A Starting materials: ClC(=O)OC1=CC=C(C=C1)[N+](=O)[O-] (4-nitrophenyl chloroformate), FC(C(C)(O)C)(F)F (1,1,1-trifluoro-2-methylpropan-2-ol), solution, C(CCC)[Li] (n-butyl lithium). The solvent is C1CCOC1 (THF), CCCCCC (n-hexane), C(C)(=O)OCC (ethyl acetate). Product: C(OC1=CC=C(C=C1)[N+](=O)[O-])(OC(C(F)(F)F)(C)C)=O (4-nitrophenyl 1,1,1-trifluoro-2-methylpropan-2-yl carbonate). RXN SMILES: [F:1][C:2]([F:8])([F:7])[C:3]([CH3:6])([OH:5])[CH3:4].C([Li])CCC.Cl[C:15]([O:17][C:18]1[CH:23]=[CH:22][C:21]([N+:24]([O-:26])=[O:25])=[CH:20][CH:19]=1)=[O:16]>C1COCC1.CCCCCC.C(OCC)(=O)C>[C:15](=[O:16])([O:5][C:3]([CH3:6])([CH3:4])[C:2]([F:8])([F:7])[F:1])[O:17][C:18]1[CH:19]=[CH:20][C:21]([N+:24]([O-:26])=[O:25])=[CH:22][CH:23]=1. Reported procedure: To a solution of 1,1,1-trifluoro-2-methylpropan-2-ol (1.0 g) in THF (30 ml) was added a 2M solution of n-butyl lithium in n-hexane (3.9 ml) and then 4-nitrophenyl chloroformate (2.4 g) at −75° C. The mixture was warmed to room temperature and diluted with ethyl acetate, washed with water, dried over sodium sulfate, and filtered and concentrated in vacuo. The residue was purified by silica gel chromatography (0-50% EtOAc/Hexane) to give 4-nitrophenyl 1,1,1-trifluoro-2-methylpropan-2-yl carbonate ... Reactants: C(C1=CC=CC=C1)OC=1N=NC=C2C1NC(=C2C)C (7-benzyloxy-2,3-dimethylpyrrolo[2,3-d]pyridazine), BrCC#C (3-bromo-1-propyne). Product: C(C1=CC=CC=C1)OC=1N=NC=C2C1N(C(=C2C)C)CC#C (7-Benzyloxy-2,3-dimethyl-1-(2-propynyl)pyrrolo[2,3-d]pyridazine). Isolated yield 27.4%. Reaction SMILES: [CH2:1]([O:8][C:9]1[N:10]=[N:11][CH:12]=[C:13]2[C:17]([CH3:18])=[C:16]([CH3:19])[NH:15][C:14]=12)[C:2]1[CH:7]=[CH:6][CH:5]=[CH:4][CH:3]=1.Br[CH2:21][C:22]#[CH:23]>>[CH2:1]([O:8][C:9]1[N:10]=[N:11][CH:12]=[C:13]2[C:17]([CH3:18])=[C:16]([CH3:19])[N:15]([CH2:23][C:22]#[CH:21])[C:14]=12)[C:2]1[CH:3]=[CH:4][CH:5]=[CH:6][CH:7]=1. Procedure details: The title compound was prepared as a pale yellow powder in 27.40% yield in a similar procedure to that described in Example 41 by using 7-benzyloxy-2,3-dimethylpyrrolo[2,3-d]pyridazine and 3-bromo-1-propyne. Starting materials: CCN=C=NCCCN(C)C (EDCI), N1C(=CC2=NC=CC=C21)C(=O)O (1H-pyrrolo[3,2-b]pyridine-2-carboxylic acid), O(C1=CC=CC=C1)CCN (2-phenoxyethylamine), CCN(C(C)C)C(C)C (DIPEA), C=1C=CC2=C(C1)N=NN2O (HOBt). Solvent: CN(C)C=O (DMF). Reaction conditions: time 5 minute. Product: O(C1=CC=CC=C1)CCNC(=O)C1=CC2=NC=CC=C2N1 (1H-Pyrrolo[3,2-b]pyridine-2-carboxylic acid (2-phenoxyethyl)amide). As a reaction SMILES: [NH:1]1[C:9]2[C:4](=[N:5][CH:6]=[CH:7][CH:8]=2)[CH:3]=[C:2]1[C:10]([OH:12])=O.[O:13]([CH2:20][CH2:21][NH2:22])[C:14]1[CH:19]=[CH:18][CH:17]=[CH:16][CH:15]=1.CCN(C(C)C)C(C)C.C1C=CC2N(O)N=NC=2C=1.CCN=C=NCCCN(C)C>CN(C=O)C>[O:13]([CH2:20][CH2:21][NH:22][C:10]([C:2]1[NH:1][C:9]2[C:4](=[N:5][CH:6]=[CH:7][CH:8]=2)[CH:3]=1)=[O:12])[C:14]1[CH:19]=[CH:18][CH:17]=[CH:16][CH:15]=1. Reported procedure: To a solution of 1H-pyrrolo[3,2-b]pyridine-2-carboxylic acid (Preparation 32, 50 mg, 0.31 mmol) in DMF (5 mL), was added 2-phenoxyethylamine (44 μL, 0.34 mmol), DIPEA (118 μL, 0.68 mmol) and HOBt (42 mg, 0.31 mmol) sequentially. The reaction mixture was stirred for 5 min prior to the addition of EDCI (42 mg, 0.22 mmol) in one portion. The resulting mixture was stirred for 20 h at rt and partitioned between ethyl acetate (50 mL) and water (20 mL). The layers were separated and the aqueous phase e...